This data is from the Open Reaction Database (ORD), a public repository of structured organic reaction records. The task is: describe an organic reaction: reactants, conditions, products, and yield The reactants are O=C(c1ncc[nH]1)c1ncc[nH]1, COC(CNc1ccc(OCc2ccccc2)cc1)OC, CN(C)CCOc1ccc(N)cc1, CN(C)C=O. Reaction SMILES: [C:1](=[O:2])([c:3]1[nH:4][cH:5][cH:6][n:7]1)[c:8]1[nH:9][cH:10][cH:11][n:12]1.[CH2:26]([c:27]1[cH:28][cH:29][cH:30][cH:31][cH:32]1)[O:33][c:34]1[cH:35][cH:36][c:37]([NH:40][CH2:41][CH:42]([O:43][CH3:44])[O:45][CH3:46])[cH:38][cH:39]1.[CH3:13][N:14]([CH2:15][CH2:16][O:17][c:18]1[cH:19][cH:20][c:21]([NH2:24])[cH:22][cH:23]1)[CH3:25].[CH3:47][N:48]([CH3:49])[CH:50]=[O:51]>>[C:1](=[O:2])([NH:24][c:21]1[cH:20][cH:19][c:18]([O:17][CH2:16][CH2:15][N:14]([CH3:13])[CH3:25])[cH:23][cH:22]1)[N:40]([c:37]1[cH:36][cH:35][c:34]([O:33][CH2:26][c:27]2[cH:28][cH:29][cH:30][cH:31][cH:32]2)[cH:39][cH:38]1)[CH2:41][CH:42]([O:43][CH3:44])[O:45][CH3:46]. The product is COC(CN(C(=O)Nc1ccc(OCCN(C)C)cc1)c1ccc(OCc2ccccc2)cc1)OC.